From a dataset of the Open Reaction Database (ORD), a public repository of structured organic reaction records. describe an organic reaction: reactants, conditions, products, and yield Starting materials: COC(CCC=1N=CN(C1)C(C1=CC=CC=C1)(C1=CC=CC=C1)C1=CC=CC=C1)=O (1-Trityl-imidazole-4-propionic acid methyl ester), BrCC1=CC(=C(C#N)C=C1)F (4-bromomethyl-2-fluoro-benzonitrile). Solvent: CCOC(=O)C (EtOAc). Run at temperature 60 celsius, time 8 hour. Product: C(#N)C1=C(C=C(CN2C=NC=C2CCC(=O)O)C=C1)F (3-[3-(4-cyano-3-fluoro-benzyl)-3H-imidazol-4-yl]-propionic Acid). RXN SMILES: C[O:2][C:3](=[O:30])[CH2:4][CH2:5][C:6]1[N:7]=[CH:8][N:9](C(C2C=CC=CC=2)(C2C=CC=CC=2)C2C=CC=CC=2)[CH:10]=1.Br[CH2:32][C:33]1[CH:40]=[CH:39][C:36]([C:37]#[N:38])=[C:35]([F:41])[CH:34]=1>CCOC(C)=O>[C:37]([C:36]1[CH:39]=[CH:40][C:33]([CH2:32][N:7]2[C:6]([CH2:5][CH2:4][C:3]([OH:30])=[O:2])=[CH:10][N:9]=[CH:8]2)=[CH:34][C:35]=1[F:41])#[N:38]. Procedure: 1-Trityl-imidazole-4-propionic acid methyl ester (2.15 g, 5.42 mmol) and 4-bromomethyl-2-fluoro-benzonitrile, as described above in Step D, (1.16 g, 5.42 mmol) were dissolved in EtOAc (20 mL) and heated at 60° C. for 3 h. The precipitated solid was filtered off, and the filtrate was concentrated to 10 mL then heating at 60° C. was continued overnight. The precipitate was collected and combined with the first solid and heated at reflux in CH3OH (20 mL) for 5 h. The reaction mixture was concentrat...